Task: describe an organic reaction: reactants, conditions, products, and yield. Dataset: the Open Reaction Database (ORD), a public repository of structured organic reaction records Starting materials: C(CCC)[Li] (n-Butyl lithium), C(CCC)[Sn](CCCC)(CCCC)COCCCC1=CC2=CC=CC=C2C=C1 ((2-naphthyl)propyl tributylstannylmethyl ether), C[Si](C1=CC(=CO1)C=O)(C)C (5-trimethylsilyl-3-furaldehyde), solution. Solvent: O1CCCC1 (tetrahydrofuran), O1CCCC1 (tetrahydrofuran), CCCCCC (hexane). Reaction conditions: time 5 minute. Product: OC(COCCCC1=CC2=CC=CC=C2C=C1)C=1C=C(OC1)[Si](C)(C)C (4-[1-Hydroxy-2-[3-(2-naphthyl)propoxy]ethyl]-2-trimethylsilylfuran). As a reaction SMILES: C([Li])CCC.C([Sn]([CH2:19][O:20][CH2:21][CH2:22][CH2:23][C:24]1[CH:33]=[CH:32][C:31]2[C:26](=[CH:27][CH:28]=[CH:29][CH:30]=2)[CH:25]=1)(CCCC)CCCC)CCC.[CH3:34][Si:35]([CH3:44])([CH3:43])[C:36]1[O:40][CH:39]=[C:38]([CH:41]=[O:42])[CH:37]=1>CCCCCC.O1CCCC1>[OH:42][CH:41]([C:38]1[CH:37]=[C:36]([Si:35]([CH3:44])([CH3:43])[CH3:34])[O:40][CH:39]=1)[CH2:19][O:20][CH2:21][CH2:22][CH2:23][C:24]1[CH:33]=[CH:32][C:31]2[C:26](=[CH:27][CH:28]=[CH:29][CH:30]=2)[CH:25]=1. Procedure: n-Butyl lithium (a 1.6M solution in hexane; 0.56 ml, 0.94 mmol) was added dropwise to a solution of (2-naphthyl)propyl tributylstannylmethyl ether (437 mg, 0.89 mmol), prepared as in Example 3, in tetrahydrofuran (5 ml) at -78° under argon. After 5 minutes, a solution of 5-trimethylsilyl-3-furaldehyde (150 mg, 0.89 mmol) in tetrahydrofuran (1 ml) was added. Stirring was continued at -78° for 2 hours and at room temperature for 1 hour. The mixture was quenched with water and extracted with ethyl ... RXN SMILES: [CH3:32][CH2:33][OH:34].[Cl:22][c:23]1[cH:24][c:25]([CH2:26][NH2:27])[cH:28][cH:29][c:30]1[Cl:31].[F:1][c:2]1[cH:3][c:4]2[c:5]([c:6](-[c:9]3[cH:10][cH:11][c:12]([O:15][CH2:16][CH:17]4[O:18][CH2:19]4)[cH:13][cH:14]3)[n:7][o:8]2)[cH:20][cH:21]1>>[F:1][c:2]1[cH:3][c:4]2[c:5]([c:6](-[c:9]3[cH:10][cH:11][c:12]([O:15][CH2:16][CH:17]([OH:18])[CH2:19][NH:27][CH2:26][c:25]4[cH:24][c:23]([Cl:22])[c:30]([Cl:31])[cH:29][cH:28]4)[cH:13][cH:14]3)[n:7][o:8]2)[cH:20][cH:21]1. Starting materials: CCO, NCc1ccc(Cl)c(Cl)c1, Fc1ccc2c(-c3ccc(OCC4CO4)cc3)noc2c1. Yields the product OC(CNCc1ccc(Cl)c(Cl)c1)COc1ccc(-c2noc3cc(F)ccc23)cc1. Reactants: C1CCOC1, COCCNCC(=O)N1CC(=O)N(c2cccc(Cl)c2C)C1, O=C=Nc1cccc(Cl)c1. Product: COCCN(CC(=O)N1CC(=O)N(c2cccc(Cl)c2C)C1)C(=O)Nc1cccc(Cl)c1. As a reaction SMILES: [CH2:33]1[O:34][CH2:35][CH2:36][CH2:37]1.[Cl:1][c:2]1[c:3]([CH3:22])[c:4]([N:8]2[CH2:9][N:10]([C:14]([CH2:15][NH:16][CH2:17][CH2:18][O:19][CH3:20])=[O:21])[CH2:11][C:12]2=[O:13])[cH:5][cH:6][cH:7]1.[Cl:23][c:24]1[cH:25][c:26]([N:30]=[C:31]=[O:32])[cH:27][cH:28][cH:29]1>>[Cl:1][c:2]1[c:3]([CH3:22])[c:4]([N:8]2[CH2:9][N:10]([C:14]([CH2:15][N:16]([CH2:17][CH2:18][O:19][CH3:20])[C:31]([NH:30][c:26]3[cH:25][c:24]([Cl:23])[cH:29][cH:28][cH:27]3)=[O:32])=[O:21])[CH2:11][C:12]2=[O:13])[cH:5][cH:6][cH:7]1. The reactants are C(CO)O (ethylene glycol), [OH-].[K+] (KOH), C(C=C)#N (acrylonitrile). Run in O (water). Conditions: time 8 hour. The product is C(COCCOCCC#N)C#N (1,2-bis(β-cyanoethoxyethane)). As a reaction SMILES: [CH2:1]([OH:4])[CH2:2][OH:3].[OH-].[K+].[C:7](#[N:10])[CH:8]=[CH2:9]>O>[CH2:8]([C:7]#[N:10])[CH2:9][O:3][CH2:2][CH2:1][O:4][CH2:9][CH2:8][C:7]#[N:10] |f:1.2|. Reported procedure: To a 5 liter double walled (for water cooling) glass reactor with a bottom drain and stopcock were charged 930 grams (15 moles) of ethylene glycol and 45.6 grams of 40% aqueous KOH solution. Some 1620 grams (30.0 moles) of acrylonitrile (NC--CH=CH2) were then added dropwise, with stirring, at such a rate that the temperature was kept below 35° C. After the addition was completed the mixture was stirred an additional hour and then allowed to stand overnight. The mixture was then neutralized to a ...